Dataset: the Open Reaction Database (ORD), a public repository of structured organic reaction records. Task: describe an organic reaction: reactants, conditions, products, and yield Reactants: C=CCC(O)c1c(C)noc1-c1ccc(-c2ccc(C3(C(=O)OCC)CC3)cc2)cc1, Cc1cccc(I)c1. Product: CCOC(=O)C1(c2ccc(-c3ccc(-c4onc(C)c4C(O)CC=Cc4cccc(C)c4)cc3)cc2)CC1. RXN SMILES: [CH2:1]([CH3:2])[O:3][C:4](=[O:5])[C:6]1([c:9]2[cH:10][cH:11][c:12](-[c:15]3[cH:16][cH:17][c:18](-[c:21]4[c:22]([CH:27]([CH2:28][CH:29]=[CH2:30])[OH:31])[c:23]([CH3:26])[n:24][o:25]4)[cH:19][cH:20]3)[cH:13][cH:14]2)[CH2:7][CH2:8]1.[I:32][c:33]1[cH:34][c:35]([CH3:39])[cH:36][cH:37][cH:38]1>>[CH2:1]([CH3:2])[O:3][C:4](=[O:5])[C:6]1([c:9]2[cH:10][cH:11][c:12](-[c:15]3[cH:16][cH:17][c:18](-[c:21]4[c:22]([CH:27]([CH2:28][CH:29]=[CH:30][c:33]5[cH:34][c:35]([CH3:39])[cH:36][cH:37][cH:38]5)[OH:31])[c:23]([CH3:26])[n:24][o:25]4)[cH:19][cH:20]3)[cH:13][cH:14]2)[CH2:7][CH2:8]1. The reactants are C(C)(C)(C)OC(=O)CC1=CC=C(C(=O)OC)C=C1 (Methyl 4-tert-butoxycarbonylmethylbenzoate), ICC1CCOCC1 (4-iodomethyltetrahydropyran). The product is C(C)(C)(C)OC(=O)C(CC1CCOCC1)C1=CC=C(C(=O)OC)C=C1 (methyl 4-[1-tert-butoxycarbonyl-2-(tetrahydropyran-4-yl)ethyl]benzoate). As a reaction SMILES: [C:1]([O:5][C:6]([CH2:8][C:9]1[CH:18]=[CH:17][C:12]([C:13]([O:15][CH3:16])=[O:14])=[CH:11][CH:10]=1)=[O:7])([CH3:4])([CH3:3])[CH3:2].I[CH2:20][CH:21]1[CH2:26][CH2:25][O:24][CH2:23][CH2:22]1>>[C:1]([O:5][C:6]([CH:8]([C:9]1[CH:10]=[CH:11][C:12]([C:13]([O:15][CH3:16])=[O:14])=[CH:17][CH:18]=1)[CH2:20][CH:21]1[CH2:26][CH2:25][O:24][CH2:23][CH2:22]1)=[O:7])([CH3:3])([CH3:2])[CH3:4]. Procedure: Methyl 4-tert-butoxycarbonylmethylbenzoate (1.71 g, 6.84 mmol) was alkylated with 4-iodomethyltetrahydropyran (1.86 g, 8.21 mmol), employing the method described in Preparation 41, to afford methyl 4-[1-tert-butoxycarbonyl-2-(tetrahydropyran-4-yl)ethyl]benzoate: RTA=3.86 min. A solution of this compound (1.37 g, 3.94 mmol) in CH2Cl2 (5 mL) was treated with TFA-CH2Cl2 (2:1, 15 mL) at 0° C. over 10 min. The mixture was stirred at 20° C. for 3 h, before being concentrated in vacuo. The residue was ... Reactants: C(C)OC(C(=CNC1=CC(=C(C=C1)OC)OC)C#N)=O (2-cyano-3-(3,4-dimethoxyphenylamino)acrylic acid ethyl ester), C1=CC=C(C=C1)C2=CC=CC=C2.C1=CC=C(C=C1)OC2=CC=CC=C2 (Dowtherm A). Solvent: CCCCCC (hexane). Reaction conditions: temperature 50 celsius, time 10 hour. The product is COC=1C=C2C(C(=CNC2=CC1OC)C#N)=O (6,7-dimethoxy-4-oxo-1,4-dihydroquinoline-3-carbonitrile). Yield: 63.2%. As a reaction SMILES: C(O[C:4](=[O:20])[C:5]([C:18]#[N:19])=[CH:6][NH:7][C:8]1[CH:13]=[CH:12][C:11]([O:14][CH3:15])=[C:10]([O:16][CH3:17])[CH:9]=1)C.C1C=CC(C2C=CC=CC=2)=CC=1.C1C=CC(OC2C=CC=CC=2)=CC=1>CCCCCC>[CH3:15][O:14][C:11]1[CH:12]=[C:13]2[C:8](=[CH:9][C:10]=1[O:16][CH3:17])[NH:7][CH:6]=[C:5]([C:18]#[N:19])[C:4]2=[O:20] |f:1.2|. Reported procedure: A mixture of 2-cyano-3-(3,4-dimethoxyphenylamino)acrylic acid ethyl ester (from Step A, 40 g, 145 mmol) and Dowtherm A (1.2 L) was heated to reflux and allowed to stir under nitrogen atmosphere for 10 hours. The resultant reaction mixture was then allowed to cool to 50° C. and diluted with hexane. The resultant suspension was filtered and the collected solid was sequentially washed with hexane and methylene chloride, then dried in vacuo to provide 6,7-dimethoxy-4-oxo-1,4-dihydroquinoline-3-carbo...